Dataset: the Open Reaction Database (ORD), a public repository of structured organic reaction records. Task: describe an organic reaction: reactants, conditions, products, and yield Reactants: BrB(Br)Br, COc1ccc(Oc2ccc(-c3nccs3)cc2)cc1. Product: Oc1ccc(Oc2ccc(-c3nccs3)cc2)cc1. As a reaction SMILES: [B:21]([Br:22])([Br:23])[Br:24].[CH3:1][O:2][c:3]1[cH:4][cH:5][c:6]([O:7][c:8]2[cH:9][cH:10][c:11](-[c:14]3[s:15][cH:16][cH:17][n:18]3)[cH:12][cH:13]2)[cH:19][cH:20]1>>[OH:2][c:3]1[cH:4][cH:5][c:6]([O:7][c:8]2[cH:9][cH:10][c:11](-[c:14]3[s:15][cH:16][cH:17][n:18]3)[cH:12][cH:13]2)[cH:19][cH:20]1. Reactants: CCOC(=O)CP(=O)(OCC)OCC, COCCOC, [H-], [Na+], CCCN1C(=O)c2ccccc2C1O. Product: CCCN1C(=O)c2ccccc2C1CC(=O)OCC. Reaction SMILES: [CH3:17][CH2:18][O:19][C:20](=[O:21])[CH2:22][P:23]([O:24][CH2:25][CH3:26])([O:27][CH2:28][CH3:29])=[O:30].[CH3:31][O:32][CH2:33][CH2:34][O:35][CH3:36].[H-:1].[Na+:2].[OH:3][CH:4]1[N:5]([CH2:14][CH2:15][CH3:16])[C:6](=[O:13])[c:7]2[cH:8][cH:9][cH:10][cH:11][c:12]21>>[CH:4]1([CH2:22][C:20]([O:19][CH2:18][CH3:17])=[O:21])[N:5]([CH2:14][CH2:15][CH3:16])[C:6](=[O:13])[c:7]2[cH:8][cH:9][cH:10][cH:11][c:12]21. Starting materials: CSC, C=CC(OCc1ccc(OC)cc1)C(C)(C)COS(=O)(=O)CCCCl, ClCCl, O=[O+][O-], O. Product: COc1ccc(COC(C=O)C(C)(C)COS(=O)(=O)CCCCl)cc1. Reaction SMILES: [CH3:30][S:31][CH3:32].[Cl:1][CH2:2][CH2:3][CH2:4][S:5](=[O:6])(=[O:7])[O:8][CH2:9][C:10]([CH:11]([CH:12]=[CH2:13])[O:14][CH2:15][c:16]1[cH:17][cH:18][c:19]([O:22][CH3:23])[cH:20][cH:21]1)([CH3:24])[CH3:25].[Cl:33][CH2:34][Cl:35].[O-:27][O+:28]=[O:29].[O:26]>>[Cl:1][CH2:2][CH2:3][CH2:4][S:5](=[O:6])(=[O:7])[O:8][CH2:9][C:10]([CH:11]([CH:12]=[O:27])[O:14][CH2:15][c:16]1[cH:17][cH:18][c:19]([O:22][CH3:23])[cH:20][cH:21]1)([CH3:24])[CH3:25]. The reactants are CC#N, COc1ccc2cccc(N)c2c1, Cl, CC(C)(C)ON=O. Product: COc1ccc2cccc(Cl)c2c1. RXN SMILES: [CH3:22][C:23]#[N:24].[CH3:8][O:9][c:10]1[cH:11][cH:12][c:13]2[cH:14][cH:15][cH:16][c:17]([NH2:20])[c:18]2[cH:19]1.[ClH:21].[N:1]([O:2][C:3]([CH3:4])([CH3:5])[CH3:6])=[O:7]>>[CH3:8][O:9][c:10]1[cH:11][cH:12][c:13]2[cH:14][cH:15][cH:16][c:17]([Cl:21])[c:18]2[cH:19]1.